This data is from the Open Reaction Database (ORD), a public repository of structured organic reaction records. The task is: describe an organic reaction: reactants, conditions, products, and yield Reactants: 50.0, FC1(CC2C(C(=O)OC2=O)CC1)F (4,4-difluorohexahydrophthalic anhydride), ClC1=C(C=C(C=C1)Cl)Cl (1,2,4-trichlorobenzene). The reagents and catalysts are [Pd] (palladium). The product is FC=1C=C2C(C(=O)OC2=O)=CC1 (4-fluorophthalic anhydride). Isolated yield 25.0%. As a reaction SMILES: [F:1][C:2]1(F)[CH2:12][CH2:11][CH:5]2[C:6]([O:8][C:9](=[O:10])[CH:4]2[CH2:3]1)=[O:7].ClC1C=CC(Cl)=CC=1Cl>[Pd]>[F:1][C:2]1[CH:3]=[C:4]2[C:9](=[O:10])[O:8][C:6](=[O:7])[C:5]2=[CH:11][CH:12]=1. Procedure: A mixture of 50.0 parts of 4,4-difluorohexahydrophthalic anhydride and 10 parts of 5 percent palladium of carbon (Pd/C) catalyst in 578 parts of 1,2,4-trichlorobenzene was heated to reflux conditions and maintained at reflux for about 16 hours, with stirring. The reaction mixture was then cooled to about room temperature. Analysis of the reaction product using gas chromatographic techniques, indicated a yield of about 25 percent of 4-fluorophthalic anhydride, based on the difluorohexahydrophthal... Reactants: O=C1CCc2cc(Br)ccc2C1, CC(=O)[O-], CCO, Cl, NO, [Na+], O. Product: ON=C1CCc2cc(Br)ccc2C1. RXN SMILES: [Br:1][c:2]1[cH:3][c:4]2[c:9]([cH:10][cH:11]1)[CH2:8][C:7](=[O:12])[CH2:6][CH2:5]2.[C:16]([O-:17])(=[O:18])[CH3:19].[CH3:21][CH2:22][OH:23].[ClH:13].[NH2:14][OH:15].[Na+:20].[OH2:24]>>[Br:1][c:2]1[cH:3][c:4]2[c:9]([cH:10][cH:11]1)[CH2:8][C:7](=[N:14][OH:15])[CH2:6][CH2:5]2.